This data is from the Open Reaction Database (ORD), a public repository of structured organic reaction records. The task is: describe an organic reaction: reactants, conditions, products, and yield Reactants: C(=O)(O)[C@H]1N[C@H]2CCCC[C@H]2C1 ((2S,3aS,7aS)-2-carboxyperhydroindole), C(=O)(OCC)[C@H](CCC)N[C@@H](C)C(=O)O (N-[(S)-1-carbethoxybutyl]-(S)-alanine). Product: C(=O)(O)C=1NC2=CC=CC=C2C1 (2-carboxyindole), N[C@@H](C)C(=O)O (L-alanine). Reaction SMILES: [C:1]([C@@H:4]1[CH2:12][C@H:11]2[C@H:6]([CH2:7][CH2:8][CH2:9][CH2:10]2)[NH:5]1)([OH:3])=[O:2].[C:13]([C@@H:18]([NH:22][C@H](C(O)=O)C)[CH2:19]CC)([O:15]CC)=[O:14]>>[C:1]([C:4]1[NH:5][C:6]2[C:11]([CH:12]=1)=[CH:10][CH:9]=[CH:8][CH:7]=2)([OH:3])=[O:2].[NH2:22][C@H:18]([C:13]([OH:15])=[O:14])[CH3:19]. Procedure: The (2S,3aS,7aS)-2-carboxyperhydroindole and N-[(S)-1-carbethoxybutyl]-(S)-alanine are themselves obtained in excellent conditions from 2-carboxyindole and from L-alanine respectively, both available on an industrial scale.